This data is from the Open Reaction Database (ORD), a public repository of structured organic reaction records. The task is: describe an organic reaction: reactants, conditions, products, and yield The reactants are [N+](=O)([O-])C1=C(CO)C(=CC=C1)[N+](=O)[O-] (2,6-dinitrobenzyl alcohol), FC(C1=CC=C(C=C1)S(=O)(=O)Cl)(F)F (4-(trifluoromethyl)benzenesulfonyl chloride), C1(CCCCC1)NC1CCCCC1 (dicylohexylamine). Yields the product FC(C1=CC=C(C=C1)S(=O)(=O)OCC1=C(C=CC=C1[N+](=O)[O-])[N+](=O)[O-])(F)F (2,6-Dinitrobenzyl 4-(trifluoromethyl)benzenesulfonate). Isolated yield 37.8%. RXN SMILES: [N+:1]([C:4]1[CH:11]=[CH:10][CH:9]=[C:8]([N+:12]([O-:14])=[O:13])[C:5]=1[CH2:6][OH:7])([O-:3])=[O:2].[F:15][C:16]([F:28])([F:27])[C:17]1[CH:22]=[CH:21][C:20]([S:23](Cl)(=[O:25])=[O:24])=[CH:19][CH:18]=1.C1(NC2CCCCC2)CCCCC1>>[F:28][C:16]([F:15])([F:27])[C:17]1[CH:18]=[CH:19][C:20]([S:23]([O:7][CH2:6][C:5]2[C:4]([N+:1]([O-:3])=[O:2])=[CH:11][CH:10]=[CH:9][C:8]=2[N+:12]([O-:14])=[O:13])(=[O:25])=[O:24])=[CH:21][CH:22]=1. Reported procedure: The procedure of Example 11 was employed except that the reagents were 2.00 g of 2,6-dinitrobenzyl alcohol, 2.71 g of 4-(trifluoromethyl)benzenesulfonyl chloride and 2.2 mL of dicylohexylamine. The crude product was recrystallized using carbon tetrachloride/chloroform to give 1.55 g (38% yield) of white crystals. The reactants are C1(=CC=CC=C1)S(=O)(=O)NC1=C(C=C(CO)C=C1)OC (4-phenylsulfonylamino-3-methoxybenzyl alcohol). Reagents/catalysts: [O-2].[O-2].[Mn+4] (manganese dioxide). Run in C(Cl)Cl (methylene chloride). Reaction conditions: time 1 hour. The product is C1(=CC=CC=C1)S(=O)(=O)NC1=C(C=C(C=O)C=C1)OC (4-phenylsulfonylamino-3-methoxybenzaldehyde). Yield: 77.9%. RXN SMILES: [C:1]1([S:7]([NH:10][C:11]2[CH:18]=[CH:17][C:14]([CH2:15][OH:16])=[CH:13][C:12]=2[O:19][CH3:20])(=[O:9])=[O:8])[CH:6]=[CH:5][CH:4]=[CH:3][CH:2]=1>C(Cl)Cl.[O-2].[O-2].[Mn+4]>[C:1]1([S:7]([NH:10][C:11]2[CH:18]=[CH:17][C:14]([CH:15]=[O:16])=[CH:13][C:12]=2[O:19][CH3:20])(=[O:9])=[O:8])[CH:2]=[CH:3][CH:4]=[CH:5][CH:6]=1 |f:2.3.4|. Reported procedure: To a solution of 4-phenylsulfonylamino-3-methoxybenzyl alcohol (522 mg; prepared in Reference Example 43.) in methylene chloride (15 ml), manganese dioxide (3 g) was added in a stream of argon. The solution was stirred for 1 hour at room temperature. After the termination of reaction, the reaction mixture was filtered. The filtrate was concentrated to give the title compound (404 mg) having the following physical data. The product is CCCc1nn(Cc2ccc(OCc3nc(-c4ccccc4)oc3C)cc2)cc1CCC(=O)O. Starting materials: CCCc1nn(Cc2ccc(OCc3nc(-c4ccccc4)oc3C)cc2)cc1CCC(=O)OCC, CCO, Cl, [Na+], C1CCOC1, [OH-]. RXN SMILES: [CH3:1][c:2]1[c:3]([CH2:13][O:14][c:15]2[cH:16][cH:17][c:18]([CH2:19][n:20]3[n:21][c:22]([CH2:32][CH2:33][CH3:34])[c:23]([CH2:25][CH2:26][C:27](=[O:28])[O:29][CH2:30][CH3:31])[cH:24]3)[cH:35][cH:36]2)[n:4][c:5](-[c:7]2[cH:8][cH:9][cH:10][cH:11][cH:12]2)[o:6]1.[CH3:39][CH2:40][OH:41].[ClH:42].[Na+:38].[O:43]1[CH2:44][CH2:45][CH2:46][CH2:47]1.[OH-:37]>>[CH3:1][c:2]1[c:3]([CH2:13][O:14][c:15]2[cH:16][cH:17][c:18]([CH2:19][n:20]3[n:21][c:22]([CH2:32][CH2:33][CH3:34])[c:23]([CH2:25][CH2:26][C:27](=[O:28])[OH:29])[cH:24]3)[cH:35][cH:36]2)[n:4][c:5](-[c:7]2[cH:8][cH:9][cH:10][cH:11][cH:12]2)[o:6]1.